Dataset: the Open Reaction Database (ORD), a public repository of structured organic reaction records. Task: describe an organic reaction: reactants, conditions, products, and yield The reactants are C(=O)(Cl)Cl (phosgene), ClC=1C(=NOC1CSCC)O (4-chloro-3-hydroxy-5-ethylthiomethylisoxazole). Solvent: C1=CC=CC=C1 (benzene). Reaction conditions: time 5 hour. The product is ClC=1C(N(OC1CSCC)C(=O)Cl)=O (4-chloro-2-chlorocarbonyl-5-ethylthiomethyl-4-isoxazolin-3-one). As a reaction SMILES: [C:1]([Cl:4])(Cl)=[O:2].[Cl:5][C:6]1[C:7]([OH:15])=[N:8][O:9][C:10]=1[CH2:11][S:12][CH2:13][CH3:14]>C1C=CC=CC=1>[Cl:5][C:6]1[C:7](=[O:15])[N:8]([C:1]([Cl:4])=[O:2])[O:9][C:10]=1[CH2:11][S:12][CH2:13][CH3:14]. Procedure details: A solution of 0.5 ml of phosgene in 5 ml of benzene was added to 581 mg of 4-chloro-3-hydroxy-5-ethylthiomethylisoxazole, and then the mixture was stirred at room temperature for 5 hours, after which the solvent and excess phosgene were distilled off, to produce 4-chloro-2-chlorocarbonyl-5-ethylthiomethyl-4-isoxazolin-3-one. This was dissolved, without purification, in 30 ml of benzene and an equimolar mixture of the calculated amount of dimethylamine with triethylamine in 5 ml of benzene was ad... Reactants: COC=1C=C2CCNC(C2=CC1OC)C (1,2,3,4-tetrahydro-6,7-dimethoxy-1-methyl-isoquinoline), [N+](=O)([O-])C1=CC=C(C=C1)CC(=O)O (p-nitrophenylacetic acid), C1(CCCCC1)N=C=NC1CCCCC1 (dicyclohexylcarbodiimide). Solvent: C(Cl)Cl (methylene chloride). Product: [N+](=O)([O-])C1=CC=C(C=C1)CC(=O)N1C(C2=CC(=C(C=C2CC1)OC)OC)C (N-(4-nitrophenylacetyl)-1,2,3,4-tetrahydro-6,7-dimethoxy-1-methylisoquinoline). RXN SMILES: [CH3:1][O:2][C:3]1[CH:4]=[C:5]2[C:10](=[CH:11][C:12]=1[O:13][CH3:14])[CH:9]([CH3:15])[NH:8][CH2:7][CH2:6]2.[N+:16]([C:19]1[CH:24]=[CH:23][C:22]([CH2:25][C:26](O)=[O:27])=[CH:21][CH:20]=1)([O-:18])=[O:17].C1(N=C=NC2CCCCC2)CCCCC1>C(Cl)Cl>[N+:16]([C:19]1[CH:20]=[CH:21][C:22]([CH2:25][C:26]([N:8]2[CH2:7][CH2:6][C:5]3[C:10](=[CH:11][C:12]([O:13][CH3:14])=[C:3]([O:2][CH3:1])[CH:4]=3)[CH:9]2[CH3:15])=[O:27])=[CH:23][CH:24]=1)([O-:18])=[O:17]. Procedure: To a stirred solution of 1,2,3,4-tetrahydro-6,7-dimethoxy-1-methyl-isoquinoline (35.2 g, 0.17 m) in methylene chloride (50 ml) under nitrogen at ambient temperature was added p-nitrophenylacetic acid (31.4 g, 0.17 m) and then portionwise dicyclohexylcarbodiimide (37.0 g, 0.18 m) and the mixture stirred for 3 hr. The precipitated solid was removed by filtration and the filtrate evaporated to an oily residue. The residue was treated with 500 ml methanol and the solid precipitate collected by filtr...